This data is from the Open Reaction Database (ORD), a public repository of structured organic reaction records. The task is: describe an organic reaction: reactants, conditions, products, and yield The reactants are ClCc1ccc(Br)cc1, CCO, S=C1NC(c2ccccc2)C(c2ccccc2)N1. Yields the product Cl, Brc1ccc(CSC2=NC(c3ccccc3)C(c3ccccc3)N2)cc1. As a reaction SMILES: [Br:19][c:20]1[cH:21][cH:22][c:23]([CH2:24][Cl:25])[cH:26][cH:27]1.[CH3:28][CH2:29][OH:30].[c:1]1([CH:7]2[NH:8][C:9](=[S:18])[NH:10][CH:11]2[c:12]2[cH:13][cH:14][cH:15][cH:16][cH:17]2)[cH:2][cH:3][cH:4][cH:5][cH:6]1>>[ClH:25].[c:1]1([CH:7]2[NH:8][C:9]([S:18][CH2:24][c:23]3[cH:22][cH:21][c:20]([Br:19])[cH:27][cH:26]3)=[N:10][CH:11]2[c:12]2[cH:13][cH:14][cH:15][cH:16][cH:17]2)[cH:2][cH:3][cH:4][cH:5][cH:6]1. Starting materials: CC(=O)OC[C@@H]1[C@H]([C@@H]([C@H]([C@@H](O1)OC2=CC=CC=C2)OC(=O)C)OC(=O)C)OC(=O)C (phenyl-2,3,4,6-tetra-O-acetyl-β-D-glucopyranoside), CO (methanol), C[O-].[Na+] (sodium methylate). Run in C(C)(=O)O (acetic acid). Conditions: time 5 hour. Yields the product C1=CC=C(C=C1)O[C@H]2[C@@H]([C@H]([C@@H]([C@H](O2)CO)O)O)O (phenyl-β-D-glucopyranoside). Isolated yield 78.1%. RXN SMILES: CC([O:4][CH2:5][C@H:6]1[O:11][C@@H:10]([O:12][C:13]2[CH:18]=[CH:17][CH:16]=[CH:15][CH:14]=2)[C@H:9]([O:19]C(C)=O)[C@@H:8]([O:23]C(C)=O)[C@@H:7]1[O:27]C(C)=O)=O.CO.C[O-].[Na+]>C(O)(=O)C>[CH:16]1[CH:15]=[CH:14][C:13]([O:12][C@@H:10]2[O:11][C@H:6]([CH2:5][OH:4])[C@@H:7]([OH:27])[C@H:8]([OH:23])[C@H:9]2[OH:19])=[CH:18][CH:17]=1 |f:2.3|. Procedure details: To phenyl-2,3,4,6-tetra-O-acetyl-β-D-glucopyranoside (21.2 g) were added methanol (120 ml) and 28% sodium methylate (0.28 ml) and the mixture was refluxed with stirring for 5 hours. After the reaction solution was cooled, acetic acid (0.1 ml) was added and the mixture was stirred for 30 minutes. Concentration of the reaction solution and crystallization with ethanol (180 ml) gave 10.0 g (yield 78%) of phenyl-β-D-glucopyranoside. Melting point: 177.0° C. Reactants: N1=CN=CC2=CC=CC=C12 (quinazoline), O[C@H](COC1=NC(=NC2=CC=CC=C12)N1CCNCC1)[C@@H](C)O (4-[(2R,3R)-(2,3-Dihydroxybutan-1-yl)oxy]-2-(1-piperazinyl)quinazoline), O[C@@H](COC1=NC(=NC2=CC=CC=C12)N1CCNCC1)[C@H](C)O (4-[(2S,3S)-(2,3-Dihydroxybutan-1-yl)oxy]-2-(1-piperazinyl)quinazoline), C(\C=C\C(=O)[O-])(=O)[O-] (fumarate), Cl (hydrochloride), C(C)(=O)[O-] (acetate), O[C@H](CCOC1=NC(=NC2=CC=CC=C12)N1CCNCC1)CO (4-[(3R)-(3,4-Dihydroxybutan-1-yl)oxy]-2-(1-piperazinyl)quinazoline), OC(COC1=NC(=NC2=CC=CC=C12)N1CCNCC1)C(C)O (4-[(2RS,3RS)-(2,3-Dihydroxybutan-1-yl)oxy]-2-(1-piperazinyl)quinazoline), Cl (hydrochloride). Yields the product O[C@@H](COC1=NC(=NC2=CC=CC=C12)N1CCNCC1)CO (4-[(2R)-(2,3-Dihydroxypropan-1-yl)oxy]-2-(1-piperazinyl)quinazoline). RXN SMILES: N1C2C(=CC=CC=2)C=NC=1.O[C@@H](CO)C[CH2:14][O:15][C:16]1[C:25]2[C:20](=[CH:21][CH:22]=[CH:23][CH:24]=2)[N:19]=[C:18]([N:26]2[CH2:31][CH2:30][NH:29][CH2:28][CH2:27]2)[N:17]=1.[OH:34][CH:35](C(O)C)[CH2:36][O:37]C1C2C(=CC=CC=2)N=C(N2CCNCC2)N=1.O[C@H]([C@@H](O)C)COC1C2C(=CC=CC=2)N=C(N2CCNCC2)N=1.O[C@@H]([C@H](O)C)COC1C2C(=CC=CC=2)N=C(N2CCNCC2)N=1.Cl.C([O-])(=O)C.C([O-])(=O)/C=C/C([O-])=O>>[OH:34][C@H:35]([CH2:36][OH:37])[CH2:14][O:15][C:16]1[C:25]2[C:20](=[CH:21][CH:22]=[CH:23][CH:24]=2)[N:19]=[C:18]([N:26]2[CH2:31][CH2:30][NH:29][CH2:28][CH2:27]2)[N:17]=1. Reported procedure: Among the above quinazoline compounds (I-B), preferred ones are (10B) 4-[(3R)-(3,4-dihydroxybutan-1-yl) oxy]-2-(1-piperazinyl)quinazoline, (6B) 4-[(2RS,3RS)-(2,3-dihydroxybutan-1-yl)oxy]-2-(1-piperazinyl)quinazoline, (7B) 4-[(2S,3S)-(2,3-dihydroxybutan-1-yl)oxy]-2-(1-piperazinyl)quinazoline, (8B) 4-[(2R,3R)-(2,3-dihydroxybutan-1-yl)oxy]-2-(1-piperazinyl)quinazoline, and their salts such as hydrochloride, acetate, fumarate, particularly hydrochloride. The reactants are COc1ccc(C(=O)Cl)cc1OC1CCCC1, ClCCl, Cl, [H-], Nc1c(Cl)cncc1Cl, [Na+], C1CCOC1. The product is COc1ccc(C(=O)Nc2c(Cl)cncc2Cl)cc1OC1CCCC1. As a reaction SMILES: [CH:12]1([O:17][c:18]2[cH:19][c:20]([C:21](=[O:22])[Cl:23])[cH:24][cH:25][c:26]2[O:27][CH3:28])[CH2:13][CH2:14][CH2:15][CH2:16]1.[Cl:35][CH2:36][Cl:37].[ClH:29].[H-:1].[NH2:3][c:4]1[c:5]([Cl:11])[cH:6][n:7][cH:8][c:9]1[Cl:10].[Na+:2].[O:30]1[CH2:31][CH2:32][CH2:33][CH2:34]1>>[NH:3]([c:4]1[c:5]([Cl:11])[cH:6][n:7][cH:8][c:9]1[Cl:10])[C:21]([c:20]1[cH:19][c:18]([O:17][CH:12]2[CH2:13][CH2:14][CH2:15][CH2:16]2)[c:26]([O:27][CH3:28])[cH:25][cH:24]1)=[O:22]. Starting materials: BrC1=C(N=C2N1C=CC=C2OCC2=C(C(=CC=C2Cl)N(C)C(CNC(C=CC2=CC=C(C=C2)NC(CCC(=O)O)=O)=O)=O)Cl)C (3-bromo-8-[3-[N-[4-(3-carboxypropionamido)cinnamoylglycyl]-N-methylamino]-2,6-dichlorobenzyloxy]-2-methylimidazo[1,2-a]pyridine), C(C)(=O)[O-].[Na+] (sodium acetate). Run in C(C)(=O)OC(C)=O (acetic anhydride). Product: BrC1=C(N=C2N1C=CC=C2OCC2=C(C(=CC=C2Cl)N(C)C(CNC(C=CC2=CC=C(C=C2)N2C(CCC2=O)=O)=O)=O)Cl)C (3-bromo-8-[2,6-dichloro-3-[N-[4-(succinimido)cinnamoylglycyl]-N-methylamino]benzyloxy]-2-methylimidazo[1,2-a]pyridine). Isolated yield 11.2%. Reaction SMILES: [Br:1][C:2]1[N:6]2[CH:7]=[CH:8][CH:9]=[C:10]([O:11][CH2:12][C:13]3[C:18]([Cl:19])=[CH:17][CH:16]=[C:15]([N:20]([C:22](=[O:43])[CH2:23][NH:24][C:25](=[O:42])[CH:26]=[CH:27][C:28]4[CH:33]=[CH:32][C:31]([NH:34][C:35](=[O:41])[CH2:36][CH2:37][C:38]([OH:40])=O)=[CH:30][CH:29]=4)[CH3:21])[C:14]=3[Cl:44])[C:5]2=[N:4][C:3]=1[CH3:45].C([O-])(=O)C.[Na+]>C(OC(=O)C)(=O)C>[Br:1][C:2]1[N:6]2[CH:7]=[CH:8][CH:9]=[C:10]([O:11][CH2:12][C:13]3[C:18]([Cl:19])=[CH:17][CH:16]=[C:15]([N:20]([C:22](=[O:43])[CH2:23][NH:24][C:25](=[O:42])[CH:26]=[CH:27][C:28]4[CH:33]=[CH:32][C:31]([N:34]5[C:38](=[O:40])[CH2:37][CH2:36][C:35]5=[O:41])=[CH:30][CH:29]=4)[CH3:21])[C:14]=3[Cl:44])[C:5]2=[N:4][C:3]=1[CH3:45] |f:1.2|. Procedure details: A suspension of 3-bromo-8-[3-[N-[4-(3-carboxypropionamido)cinnamoylglycyl]-N-methylamino]-2,6-dichlorobenzyloxy]-2-methylimidazo[1,2-a]pyridine (110 mg) and anhydrous sodium acetate (16 mg) in acetic anhydride (1.1 ml) was refluxed for 5 hours. After cooling, the solvent was removed in vacuo. The residue was dissolved in dichloromethane (5 ml) and washed with water, saturated sodium bicarbonate twice and brine. After dried over magnesium s the solvent was removed in vacuo. The residue was purifi...